From a dataset of the Open Reaction Database (ORD), a public repository of structured organic reaction records. describe an organic reaction: reactants, conditions, products, and yield Starting materials: [OH-].[K+] (potassium hydroxide), Cl (Hydrochloric acid), [N+](=O)([O-])C1=CC=C(C=C1)C=CC1=NC=NC=C1 (4-[2-(p-nitrophenyl)ethenyl]pyrimidine), C(C)O (ethanol). Reagents/catalysts: [Fe] (iron). Solvent: O (Water), C(Cl)(Cl)Cl (chloroform). Run at temperature 65 celsius, time 2 hour. The product is NC1=CC=C(C=C1)C=CC1=NC=NC=C1 (4-[2-(p-aminophenyl)ethenyl]pyrimidine). Isolated yield 42.4%. Reaction SMILES: Cl.[N+:2]([C:5]1[CH:10]=[CH:9][C:8]([CH:11]=[CH:12][C:13]2[CH:18]=[CH:17][N:16]=[CH:15][N:14]=2)=[CH:7][CH:6]=1)([O-])=O.C(O)C.[OH-].[K+]>[Fe].C(Cl)(Cl)Cl.O>[NH2:2][C:5]1[CH:6]=[CH:7][C:8]([CH:11]=[CH:12][C:13]2[CH:18]=[CH:17][N:16]=[CH:15][N:14]=2)=[CH:9][CH:10]=1 |f:3.4|. Procedure details: Hydrochloric acid (100 ml of 4N) is added dropwise to a mixture of 4-[2-(p-nitrophenyl)ethenyl]pyrimidine (28 g), ethanol (250 ml) and iron fillings (28 g). The reaction temperature is increased to 65° C., and the mixture is stirred at that temperature for two hours. Water is added, followed by an aqueous 30% potassium hydroxide solution (200 ml), and chloroform (1 liter). The mixture is filtered through celite, and the chloroform layer is separated, dried over sodium sulfate and then concentrat... RXN SMILES: [CH3:1][N:2]([CH3:12])[C:3]([NH:5][CH2:6][C:7]([O:9][CH2:10][CH3:11])=[O:8])=[O:4].C=O.S(Cl)(Cl)=O.Cl.S(=O)=O.[CH:23](Cl)(Cl)[Cl:24]>>[CH3:1][N:2]([CH3:12])[C:3]([N:5]([CH2:6][C:7]([O:9][CH2:10][CH3:11])=[O:8])[CH2:23][Cl:24])=[O:4]. The reactants are CN(C(=O)NCC(=O)OCC)C (N,N-dimethyl-N'-carboethoxymethylurea), C=O (paraformaldehyde), C(Cl)(Cl)Cl (chloroform), S(=O)(Cl)Cl (thionyl chloride), C(Cl)(Cl)Cl (chloroform), Cl (Hydrogen chloride), S(=O)=O (sulfur dioxide). Reported procedure: A reaction flask was charged with 100 cubic centimeters (cc) of chloroform, 45.4 grams (g) (0.26 mole) of N,N-dimethyl-N'-carboethoxymethylurea, and 9.0 g (0.3 mole) of paraformaldehyde. While the mixture was stirred continuously at room temperature, 35.4 g (21.4 cc, 0.3 mole) of thionyl chloride in a concentrated chloroform solution was added dropwise. A rise in temperature to 34° C. was observed. Hydrogen chloride and sulfur dioxide gases evolving from the reaction mixture were trapped in a ca... Yields the product CN(C(=O)N(CCl)CC(=O)OCC)C (N,N-Dimethyl-N'-carboethoxymethyl-N'-chloromethylurea). Starting materials: [N+](=O)([O-])C=1C=C(C=CC1)N=C=O (3-nitrophenyl isocyanate), O1C(NCC1)=O (2-oxazolidinone), [Al+3].[Cl-].[Cl-].[Cl-] (AlCl3). The solvent is ClCCl (dichloromethane). Reaction conditions: temperature 195 celsius. Product: [N+](=O)([O-])C=1C=C(C=CC1)N1C(NCC1)=O (N-(3-nitrophenyl)-imidazolidinone). Yield: 33.0%. As a reaction SMILES: [N+:1]([C:4]1[CH:5]=[C:6]([N:10]=[C:11]=[O:12])[CH:7]=[CH:8][CH:9]=1)([O-:3])=[O:2].O1[CH2:17][CH2:16][NH:15]C1=O.[Al+3].[Cl-].[Cl-].[Cl-]>ClCCl>[N+:1]([C:4]1[CH:5]=[C:6]([N:10]2[CH2:17][CH2:16][NH:15][C:11]2=[O:12])[CH:7]=[CH:8][CH:9]=1)([O-:3])=[O:2] |f:2.3.4.5|. Procedure: A mixture of 3-nitrophenyl isocyanate (50 mmoles), 2-oxazolidinone (50 mmoles) and anhydrous AlCl3 (40 mg, 0.3 mmole) is heated at 195° C. for 6 hours with stirring. The reaction mixture is dissolved in dichloromethane and the resulting solution is washed with water twice. The dichloromethane solution is dried and evaporated and the residue distilled at reduced pressure. The distillate is recrystallized from hot hexane to give a yield of 33 percent of the desired product, m.p. 158° C-160° C. The reactants are FC(C=1C=C(C=CC1)N1C(NC(C2=C1CCC2=O)C2=CC=C(C#N)C=C2)=O)F (4-(1-(3-(Difluoromethyl)phenyl)-2,5-dioxo-2,3,4,5,6,7-hexahydro-1H-cyclopenta[d]-pyrimidin-4-yl)benzonitrile), [H-].[Na+] (sodium hydride), CS(=O)(=O)Cl (methanesulfonyl chloride). The solvent is O (water), O1CCCC1 (tetrahydrofuran). Run at temperature 50 celsius. Yields the product FC(C=1C=C(C=CC1)N1C(N(C(C2=C1CCC2=O)C2=CC=C(C#N)C=C2)S(=O)(=O)C)=O)F (4-(1-(3-(Difluoromethyl)phenyl)-3-(methylsulfonyl)-2,5-dioxo-2,3,4,5,6,7-hexahydro-1H-cyclopenta[d]pyrimidin-4-yl)benzonitrile). RXN SMILES: [F:1][CH:2]([F:28])[C:3]1[CH:4]=[C:5]([N:9]2[C:14]3[CH2:15][CH2:16][C:17](=[O:18])[C:13]=3[CH:12]([C:19]3[CH:26]=[CH:25][C:22]([C:23]#[N:24])=[CH:21][CH:20]=3)[NH:11][C:10]2=[O:27])[CH:6]=[CH:7][CH:8]=1.[H-].[Na+].[CH3:31][S:32](Cl)(=[O:34])=[O:33]>O1CCCC1.O>[F:28][CH:2]([F:1])[C:3]1[CH:4]=[C:5]([N:9]2[C:14]3[CH2:15][CH2:16][C:17](=[O:18])[C:13]=3[CH:12]([C:19]3[CH:20]=[CH:21][C:22]([C:23]#[N:24])=[CH:25][CH:26]=3)[N:11]([S:32]([CH3:31])(=[O:34])=[O:33])[C:10]2=[O:27])[CH:6]=[CH:7][CH:8]=1 |f:1.2|. Reported procedure: 4-(1-(3-(Difluoromethyl)phenyl)-2,5-dioxo-2,3,4,5,6,7-hexahydro-1H-cyclopenta[d]-pyrimidin-4-yl)benzonitrile (example 11, 100 mg, 0.26 mmol) is added to a suspension of sodium hydride (60% in mineral oil, 30 mg, 0.74 mmol) in tetrahydrofuran (3.0 mL). After 10 min methanesulfonyl chloride (42 μL, 0.55 mmol) is added and the mixture is heated at 50° C. over night. The mixture is cooled at room temperature, diluted with water (0.5 mL) and purified by reversed phase HPLC (Waters SunFire™-C18, gradi... The reactants are COC(=O)C1Cc2c(ncn2Cc2ccc([N+](=O)[O-])c(C)c2)CN1C(=O)C(c1ccccc1)c1ccccc1, CO, [H][H], C1CCOC1. Reaction SMILES: [CH3:1][O:2][C:3](=[O:4])[CH:5]1[CH2:6][c:7]2[c:8]([n:26][cH:27][n:28]2[CH2:29][c:30]2[cH:31][c:32]([CH3:39])[c:33]([N+:36]([O-:37])=[O:38])[cH:34][cH:35]2)[CH2:9][N:10]1[C:11]([CH:12]([c:13]1[cH:14][cH:15][cH:16][cH:17][cH:18]1)[c:19]1[cH:20][cH:21][cH:22][cH:23][cH:24]1)=[O:25].[CH3:42][OH:43].[H:40][H:41].[O:44]1[CH2:45][CH2:46][CH2:47][CH2:48]1>>[CH3:1][O:2][C:3](=[O:4])[CH:5]1[CH2:6][c:7]2[c:8]([n:26][cH:27][n:28]2[CH2:29][c:30]2[cH:31][c:32]([CH3:39])[c:33]([NH2:36])[cH:34][cH:35]2)[CH2:9][N:10]1[C:11]([CH:12]([c:13]1[cH:14][cH:15][cH:16][cH:17][cH:18]1)[c:19]1[cH:20][cH:21][cH:22][cH:23][cH:24]1)=[O:25]. The product is COC(=O)C1Cc2c(ncn2Cc2ccc(N)c(C)c2)CN1C(=O)C(c1ccccc1)c1ccccc1. Reactants: Stannous chloride dihydrate, FC1(CN(CCC1)C1=C(C=C(C=C1)C1=NC(=NO1)C1=C(C=CC=C1)OC)[N+](=O)[O-])F (3,3-difluoro-1-{4-[3-(2-methoxyphenyl)-1,2,4-oxadiazol-5-yl]-2-nitrophenyl}piperidine). Run in CCO (EtOH), C(=O)(O)[O-].[Na+] (NaHCO3). Run at temperature 70 celsius, time 3 hour. Product: FC1(CN(CCC1)C1=C(N)C=C(C=C1)C1=NC(=NO1)C1=C(C=CC=C1)OC)F (2-(3,3-difluoropiperidin-1-yl)-5-{3-[2-(methoxy)phenyl]-1,2,4-oxadiazol-5-yl}aniline). The yield is 100.4%. RXN SMILES: [F:1][C:2]1([F:30])[CH2:7][CH2:6][CH2:5][N:4]([C:8]2[CH:13]=[CH:12][C:11]([C:14]3[O:18][N:17]=[C:16]([C:19]4[CH:24]=[CH:23][CH:22]=[CH:21][C:20]=4[O:25][CH3:26])[N:15]=3)=[CH:10][C:9]=2[N+:27]([O-])=O)[CH2:3]1>CCO.C([O-])(O)=O.[Na+]>[F:30][C:2]1([F:1])[CH2:7][CH2:6][CH2:5][N:4]([C:8]2[CH:13]=[CH:12][C:11]([C:14]3[O:18][N:17]=[C:16]([C:19]4[CH:24]=[CH:23][CH:22]=[CH:21][C:20]=4[O:25][CH3:26])[N:15]=3)=[CH:10][C:9]=2[NH2:27])[CH2:3]1 |f:2.3|. Procedure details: Stannous chloride dihydrate (285 mg; 1.26 mmol; 5 eq.) was added to a solution of Example 12 (105 mg; 0.25 mmol; 1 eq.) in EtOH (20 mL) and the resulting mixture was stirred at 70° C. for 3 hours, then at room temperature for 16 hours. The solution was diluted with sat. aq. NaHCO3 and extracted with ethyl acetate. The combined organic layer was washed with brine, dried over magnesium sulfate and concentrated in vacuo to afford the title compound (97 mg, 100%) as a yellow solid.